This data is from the Open Reaction Database (ORD), a public repository of structured organic reaction records. The task is: describe an organic reaction: reactants, conditions, products, and yield The reactants are S(O)(O)(=O)=O (sulfuric acid), ClC1=C(C=CC=C1)C(C(C)(C(=O)OCC)C)=O (2′-chloro-2-methyl-2-carboethoxypropiophenone), [N+](=O)(O)[O-] (nitric acid). Reaction conditions: time 5 minute. The product is ClC1=C(C=C(C=C1)[N+](=O)[O-])C(C(C)(C(=O)OCC)C)=O (2′-Chloro-5′-nitro-2-methyl-2-carboethoxypropiophenone). Yield: 82.9%. As a reaction SMILES: S(=O)(=O)(O)O.[Cl:6][C:7]1[CH:12]=[CH:11][CH:10]=[CH:9][C:8]=1[C:13](=[O:22])[C:14]([CH3:21])([C:16]([O:18][CH2:19][CH3:20])=[O:17])[CH3:15].[N+:23]([O-])([OH:25])=[O:24]>>[Cl:6][C:7]1[CH:12]=[CH:11][C:10]([N+:23]([O-:25])=[O:24])=[CH:9][C:8]=1[C:13](=[O:22])[C:14]([CH3:21])([C:16]([O:18][CH2:19][CH3:20])=[O:17])[CH3:15]. Procedure: To concentrated sulfuric acid (15.0 ml) at 5° C. is added 2′-chloro-2-methyl-2-carboethoxypropiophenone (4.00 g, 0.01570 mol) followed by dropwise addition of concentrated nitric acid (90%, 0.740 ml, 0.0204 mol). After stirring 5 minutes, the mixture is poured onto ice and extracted with ethyl acetate. The organic layers are washed with saturated sodium bicarbonate and brine, dried over anhydrous magnesium sulfate, filtered and concentrated in vacuo to afford the title compound as a yellow oil (... The reactants are OC1=CC=C(C=C1)S(=O)(=O)C1=CC=C(C=C1)O (bis(p-hydroxyphenyl)sulfone), C(C)(C)Br (isopropylbromide), C([O-])([O-])=O.[K+].[K+] (potassium carbonate). Run in CN(C=O)C (dimethylformamide). Run at temperature 120 celsius, time 4 hour. Product: CC(C)OC1=CC=C(C=C1)S(=O)(=O)C2=CC=C(C=C2)O (4-hydroxy-4'-isopropoxydiphenylsulfone). Yield: 44.4%. As a reaction SMILES: [OH:1][C:2]1[CH:7]=[CH:6][C:5]([S:8]([C:11]2[CH:16]=[CH:15][C:14]([OH:17])=[CH:13][CH:12]=2)(=[O:10])=[O:9])=[CH:4][CH:3]=1.[CH:18](Br)([CH3:20])[CH3:19].C(=O)([O-])[O-].[K+].[K+]>CN(C)C=O>[CH3:19][CH:18]([O:1][C:2]1[CH:3]=[CH:4][C:5]([S:8]([C:11]2[CH:16]=[CH:15][C:14]([OH:17])=[CH:13][CH:12]=2)(=[O:10])=[O:9])=[CH:6][CH:7]=1)[CH3:20] |f:2.3.4|. Procedure: 30.3 g of bis(p-hydroxyphenyl)sulfone, 18.5 g of isopropylbromide, and 22.2 g of potassium carbonate as acid-binding agent were added to 200 ml of dimethylformamide, then stirred for 4 hours at about 120° C. and dimethylformamide was distilled off under reduced pressure. When this was accomplished, chloroform was added to the residue to extract crude 4-hydroxy-4'-isopropoxydiphenylsulfone. Then this crude compound was refined by using a silica gel column chromatography and 15.7 g of 4-hydroxy-4'... Reactants: Br, CC(=O)O, OCC(CO)(CO)CO. Yields the product OCC(CO)(CO)CBr. Reaction SMILES: [BrH:10].[CH3:11][C:12](=[O:13])[OH:14].[OH:1][CH2:2][C:3]([CH2:4][OH:5])([CH2:6][OH:7])[CH2:8][OH:9]>>[OH:1][CH2:2][C:3]([CH2:4][Br:10])([CH2:6][OH:7])[CH2:8][OH:9]. Starting materials: N(C1=CC=CC=C1)C1=CC(C2=C(N=C(O2)CC)C1=O)=O (5-anilino-2-ethyl-1,3-benzoxazole-4,7-dione), ClN1C(CCC1=O)=O (N-chlorosuccinimide). The solvent is C(C)(=O)O (acetic acid). Reaction conditions: time 2 hour. The product is N(C1=CC=CC=C1)C1=C(C(C2=C(N=C(O2)CC)C1=O)=O)Cl (5-anilino-6-chloro-2-ethyl-1,3-benzoxazole-4,7-dione). Reaction SMILES: [NH:1]([C:8]1[C:18](=[O:19])[C:12]2[N:13]=[C:14]([CH2:16][CH3:17])[O:15][C:11]=2[C:10](=[O:20])[CH:9]=1)[C:2]1[CH:7]=[CH:6][CH:5]=[CH:4][CH:3]=1.[Cl:21]N1C(=O)CCC1=O>C(O)(=O)C>[NH:1]([C:8]1[C:18](=[O:19])[C:12]2[N:13]=[C:14]([CH2:16][CH3:17])[O:15][C:11]=2[C:10](=[O:20])[C:9]=1[Cl:21])[C:2]1[CH:7]=[CH:6][CH:5]=[CH:4][CH:3]=1. Procedure details: A solution of 5-anilino-2-ethyl-1,3-benzoxazole-4,7-dione (1 eq.) in acetic acid is treated with N-chlorosuccinimide (1.1 eq.) at ambient temperature. The reaction medium is maintained under stirring for 2 hours before being concentrated, followed by taking up in ethanol and concentrating again. The residue is purified by medium pressure chromatography on silica in order to produce a violet-coloured powder. Starting materials: BrCCCCN1C(SC2(C1=O)CCCC2)C (3-(4-bromobutyl)-2-methyl-1-thia-3-azaspiro[4.4]nonan-4-one), Cl.S1N=C(C2=C1C=CC=C2)N2CCNCC2 (1-(1,2-benzisothiazol-3-yl)piperazine hydrochloride), C(=O)([O-])[O-].[K+].[K+] (K2CO3), [Na+].[I-] (NaI). The solvent is C(C)#N (acetonitrile). Yields the product Cl.S1N=C(C2=C1C=CC=C2)N2CCN(CC2)CCCCN2C(SC1(C2=O)CCCC1)C (3-(4-(1-(1,2-Benzisothiazol-3-yl)-4-piperazinyl)butyl)-2-methyl-1-thia-3-azaspiro[4.4]nonan-4-one hydrochloride). Isolated yield 47.4%. Reaction SMILES: Br[CH2:2][CH2:3][CH2:4][CH2:5][N:6]1[C:10](=[O:11])[C:9]2([CH2:15][CH2:14][CH2:13][CH2:12]2)[S:8][CH:7]1[CH3:16].[ClH:17].[S:18]1[C:22]2[CH:23]=[CH:24][CH:25]=[CH:26][C:21]=2[C:20]([N:27]2[CH2:32][CH2:31][NH:30][CH2:29][CH2:28]2)=[N:19]1.C([O-])([O-])=O.[K+].[K+].[Na+].[I-]>C(#N)C>[ClH:17].[S:18]1[C:22]2[CH:23]=[CH:24][CH:25]=[CH:26][C:21]=2[C:20]([N:27]2[CH2:28][CH2:29][N:30]([CH2:2][CH2:3][CH2:4][CH2:5][N:6]3[C:10](=[O:11])[C:9]4([CH2:15][CH2:14][CH2:13][CH2:12]4)[S:8][CH:7]3[CH3:16])[CH2:31][CH2:32]2)=[N:19]1 |f:1.2,3.4.5,6.7,9.10|. Procedure: A mixture of 3-(4-bromobutyl)-2-methyl-1-thia-3-azaspiro[4.4]nonan-4-one (3.84 g), 1-(1,2-benzisothiazol-3-yl)piperazine hydrochloride (3.49 g), K2CO3 (5.90 g) and NaI (280 mg) in acetonitrile (215 ml) was heated at between 65°-80° C. for 16.5 hours and the product was processed in substantially the same manner as in Example 10 to afford 2.86 g of crystals, m.p. 210°-215° C. Reactants: C(#N)C=1C=C2C(NC(=NC2=CC1)C(=O)NCC1=CC(=CC=C1)NC(CCC1=NN(C=N1)C(C1=CC=CC=C1)(C1=CC=CC=C1)C1=CC=CC=C1)=O)=O (6-cyano-4-oxo-N-{[3-({3-[1-(triphenylmethyl)-1H-1,2,4-triazol-3-yl]propanoyl}amino)phenyl]methyl}-3,4-dihydroquinazoline-2-carboxamide), C(C)[SiH](CC)CC (triethylsilane), FC(C(=O)O)(F)F (trifluoroacetic acid). The solvent is ClCCl (dichloromethane). Product: C(#N)C=1C=C2C(NC(=NC2=CC1)C(=O)NCC1=CC(=CC=C1)NC(CCC1=NNC=N1)=O)=O (6-cyano-4-oxo-N-[(3-{[3-(1H-1,2,4-triazol-3-yl)propanoyl]amino}phenyl)methyl]-3,4-dihydroquinazoline-2-carboxamide). The yield is 71.0%. As a reaction SMILES: [C:1]([C:3]1[CH:4]=[C:5]2[C:10](=[CH:11][CH:12]=1)[N:9]=[C:8]([C:13]([NH:15][CH2:16][C:17]1[CH:22]=[CH:21][CH:20]=[C:19]([NH:23][C:24](=[O:51])[CH2:25][CH2:26][C:27]3[N:31]=[CH:30][N:29](C(C4C=CC=CC=4)(C4C=CC=CC=4)C4C=CC=CC=4)[N:28]=3)[CH:18]=1)=[O:14])[NH:7][C:6]2=[O:52])#[N:2].C([SiH](CC)CC)C.FC(F)(F)C(O)=O>ClCCl>[C:1]([C:3]1[CH:4]=[C:5]2[C:10](=[CH:11][CH:12]=1)[N:9]=[C:8]([C:13]([NH:15][CH2:16][C:17]1[CH:22]=[CH:21][CH:20]=[C:19]([NH:23][C:24](=[O:51])[CH2:25][CH2:26][C:27]3[N:31]=[CH:30][NH:29][N:28]=3)[CH:18]=1)=[O:14])[NH:7][C:6]2=[O:52])#[N:2]. Procedure: A solution of 6-cyano-4-oxo-N-{[3-({3-[1-(triphenylmethyl)-1H-1,2,4-triazol-3-yl]propanoyl}amino)phenyl]methyl}-3,4-dihydroquinazoline-2-carboxamide (215 mg, 0.314 mmol), triethylsilane (0.053 mL, 0.330 mmol) and trifluoroacetic acid (2 mL) in dichloromethane (3 mL) was stirred at room temperature for 2 hr. The reaction mixture was concentrated under reduced pressure, and the residue was crystallized from IPE. The resulting powder was recrystallized from ethanol to give is the title compound as ... Starting materials: IC (iodomethane), CN(C)C=O (DMF), FC1=C(OC2=C3C(=NC=C2)NN=C3)C=CC(=C1)[N+](=O)[O-] (4-(2-fluoro-4-nitrophenoxy)-1H-pyrazolo[3,4-b]pyridine), CN(C)C=O (DMF), [OH-].[K+] (potassium hydroxide), II (iodine). Reaction conditions: temperature 50 celsius, time 18 hour. As a reaction SMILES: [F:1][C:2]1[CH:17]=[C:16]([N+:18]([O-:20])=[O:19])[CH:15]=[CH:14][C:3]=1[O:4][C:5]1[CH:10]=[CH:9][N:8]=[C:7]2[NH:11]N=C[C:6]=12.[OH-].[K+].[I:23]I.IC.C[N:28]([CH:30]=O)[CH3:29]>C(Cl)Cl>[F:1][C:2]1[CH:17]=[C:16]([N+:18]([O-:20])=[O:19])[CH:15]=[CH:14][C:3]=1[O:4][C:5]1[CH:10]=[CH:9][N:8]=[C:30]2[N:28]([CH3:29])[N:11]=[C:7]([I:23])[C:6]=12 |f:1.2|. Yield: 62.0%. Procedure details: To a stirred solution of 4-(2-fluoro-4-nitrophenoxy)-1H-pyrazolo[3,4-b]pyridine (12.0 g, 43.8 mmol, prepared using the procedure described in Example 3, Step A) in DMF (100 mL) was added freshly ground (mortar/pestle) potassium hydroxide (7.37 g, 131 mmol) followed immediately by iodine (16.7 g, 65.6 mmol) under N2(g) at 25° C. The dark reaction was heated to 50° C. for 3 hours. One third of the reaction mixture volume was poured into a stirred solution of iodomethane (3.09 g, 21.7 mmol) in DMF ... Product: FC1=C(OC2=C3C(=NC=C2)N(N=C3I)C)C=CC(=C1)[N+](=O)[O-] (4-(2-fluoro-4-nitrophenoxy)-3-iodo-1-methyl-1H-pyrazolo[3,4-b]pyridine). Run in C(Cl)Cl (CH2Cl2).